The task is: describe an organic reaction: reactants, conditions, products, and yield. This data is from the Open Reaction Database (ORD), a public repository of structured organic reaction records. The reactants are FC(C(=O)O)(F)F (trifluoroacetic acid), CC1=CC=C(C=N1)O (6-methylpyridin-3-ol), C1=CN(C=N1)C(=O)N2C=CN=C2 (CDI), N1CCC(C(=O)O)CC1 (isonipecotic acid). The solvent is CS(=O)C (DMSO), [Cl-].[Na+].O (brine), C(Cl)(Cl)Cl (chloroform), CS(=O)C (DMSO). Run at time 1 day. Yields the product CC1=CC=C(C=N1)OC(=O)N1CCC(CC1)C(=O)O (1-{[(6-methylpyridin-3-yl)oxy]carbonyl}piperidine-4-carboxylic acid). The yield is 81.6%. RXN SMILES: [CH3:1][C:2]1[N:7]=[CH:6][C:5]([OH:8])=[CH:4][CH:3]=1.C1N=CN([C:14]([N:16]2[CH:20]=N[CH:18]=[CH:17]2)=[O:15])C=1.N1CC[CH:24]([C:25]([OH:27])=[O:26])[CH2:23]C1.FC(F)(F)C(O)=O>[Cl-].[Na+].O.C(Cl)(Cl)Cl.CS(C)=O>[CH3:1][C:2]1[N:7]=[CH:6][C:5]([O:8][C:14]([N:16]2[CH2:17][CH2:18][CH:24]([C:25]([OH:27])=[O:26])[CH2:23][CH2:20]2)=[O:15])=[CH:4][CH:3]=1 |f:4.5.6|. Reported procedure: To a mixture of 6-methylpyridin-3-ol (1.8 g), CDI (2.64 g), and DMSO (18 mL) were added dropwise isonipecotic acid (4.2 g), and a mixture of DMSO (18 mL) and trifluoroacetic acid (2.5 mL), followed by stirring at room temperature for 1 day. To the reaction liquid were added saturated brine and chloroform, and the organic phase was separated. The organic phase was washed with saturated brine twice and then dried over anhydrous sodium sulfate, and the solvent was concentrated under reduced pressur... The reactants are O\N=C(\C(=O)NC)/C1=C(C=CC=C1)OC1=CC=CC=C1 (E-2-hydroxyimino-N-methyl-2-(2-phenoxyphenyl)acetamide), C([O-])([O-])=O.[K+].[K+] (potassium carbonate), COS(=O)(=O)OC (dimethylsulfate), [OH-].[Na+] (sodium hydroxide). The solvent is CC(=O)C (acetone), C1(=CC=CC=C1)C (toluene). Reaction conditions: time 9 hour. The product is CO\N=C(\C(=O)NC)/C1=C(C=CC=C1)OC1=CC=CC=C1 (E-2-methoxyimino-N-methyl-2-(2-phenoxyphenyl)acetamide). The yield is 94.4%. RXN SMILES: [OH:1]/[N:2]=[C:3](\[C:8]1[CH:13]=[CH:12][CH:11]=[CH:10][C:9]=1[O:14][C:15]1[CH:20]=[CH:19][CH:18]=[CH:17][CH:16]=1)/[C:4]([NH:6][CH3:7])=[O:5].[C:21](=O)([O-])[O-].[K+].[K+].COS(OC)(=O)=O.[OH-].[Na+]>C1(C)C=CC=CC=1.CC(C)=O>[CH3:21][O:1]/[N:2]=[C:3](\[C:8]1[CH:13]=[CH:12][CH:11]=[CH:10][C:9]=1[O:14][C:15]1[CH:20]=[CH:19][CH:18]=[CH:17][CH:16]=1)/[C:4]([NH:6][CH3:7])=[O:5] |f:1.2.3,5.6|. Procedure details: To E-2-hydroxyimino-N-methyl-2-(2-phenoxyphenyl)acetamide (10.00 g, 0.037 mole) were added acetone (200 ml), potassium carbonate (15.34 g, 0.111 moles) and dimethylsulfate (9.33 g, 0.074 moles) and the mixture was stirred at room temperature for 9 hours. After completion of the reaction, the reaction mixture was filtered, washed with acetone and concentrated under reduced pressure. The oil thus obtained was dissolved in toluene (50 ml) and to this was added an aqueous 1N sodium hydroxide solutio... Reactants: C(C)(=O)OC=1C(=C2CCC(OC2=C(C1OC)OC)(C)CCOC1=CC=C(C=C1)CC(C(=O)OCC)Cl)C (ethyl 3-{4-[2-(6-acetoxy-7,8-dimethoxy-2,5-dimethylchroman-2-yl)ethoxy]phenyl}-2-chloropropionate), crude product, NC(=S)N (thiourea), S1(=O)(=O)CCCC1 (sulfolane). Yields the product C(C)(=O)OC=1C(=C2CCC(OC2=C(C1OC)OC)(C)CCOC1=CC=C(CC2C(NC(S2)=N)=O)C=C1)C (5-{4-[2-(6-Acetoxy-7,8-dimethoxy-2,5-dimethylchroman-2-yl)ethoxy]benzyl}-2-iminothiazolidin-4-one). RXN SMILES: [C:1]([O:4][C:5]1[C:6]([CH3:37])=[C:7]2[C:12](=[C:13]([O:17][CH3:18])[C:14]=1[O:15][CH3:16])[O:11][C:10]([CH2:20][CH2:21][O:22][C:23]1[CH:28]=[CH:27][C:26]([CH2:29][CH:30](Cl)[C:31](OCC)=[O:32])=[CH:25][CH:24]=1)([CH3:19])[CH2:9][CH2:8]2)(=[O:3])[CH3:2].[NH2:38][C:39]([NH2:41])=[S:40].S1(CCCC1)(=O)=O>>[C:1]([O:4][C:5]1[C:6]([CH3:37])=[C:7]2[C:12](=[C:13]([O:17][CH3:18])[C:14]=1[O:15][CH3:16])[O:11][C:10]([CH2:20][CH2:21][O:22][C:23]1[CH:28]=[CH:27][C:26]([CH2:29][CH:30]3[S:40][C:39](=[NH:38])[NH:41][C:31]3=[O:32])=[CH:25][CH:24]=1)([CH3:19])[CH2:9][CH2:8]2)(=[O:3])[CH3:2]. Reported procedure: The procedure described in Example 1(a) was repeated, except that 558 mg of ethyl 3-{4-[2-(6-acetoxy-7,8-dimethoxy-2,5-dimethylchroman-2-yl)ethoxy]phenyl}-2-chloropropionate, 100 mg of thiourea and 12 ml of sulfolane were heated at 110°-115° C. for 3.5 hours. The product was subsequently treated as described in Example 1(a), except that the crude product, in the form of an oil, was purified by column chromatography through silica gel, eluted with a 20:1 by volume mixture of ethyl acetate and met... Starting materials: NC(C1=CC2=C(NC(=N2)NC(OC)=O)C=C1)C1=CC=C(C=C1)F (Methyl (±)-[5-[amino(4-fluorophenyl)methyl]-1H-benzimidazol-2-yl]carbamate), Cl (HCl). The solvent is CO (MeOH). Reaction conditions: time 24 hour. The product is Cl.Cl.NC(C1=CC2=C(NC(=N2)NC(OC)=O)C=C1)C1=CC=C(C=C1)F (Methyl (±)-[5-[Amino(4Fluorophenyl)Methyl]-1H-Benzimidazol-2-yl]Carbamate Dihydrochloride Salt). RXN SMILES: [NH2:1][CH:2]([C:17]1[CH:22]=[CH:21][C:20]([F:23])=[CH:19][CH:18]=1)[C:3]1[CH:16]=[CH:15][C:6]2[NH:7][C:8]([NH:10][C:11](=[O:14])[O:12][CH3:13])=[N:9][C:5]=2[CH:4]=1.[ClH:24]>CO>[ClH:24].[ClH:24].[NH2:1][CH:2]([C:17]1[CH:18]=[CH:19][C:20]([F:23])=[CH:21][CH:22]=1)[C:3]1[CH:16]=[CH:15][C:6]2[NH:7][C:8]([NH:10][C:11](=[O:14])[O:12][CH3:13])=[N:9][C:5]=2[CH:4]=1 |f:3.4.5|. Procedure details: Methyl (±)-[5-[amino(4-fluorophenyl)methyl]-1H-benzimidazol-2-yl]carbamate (209 g, 0.67 mole) was suspended in 2.4 L of MeOH containing (1.5 m HCl) of 12N aq HCl and stirred at room temperature for 24 hours and then at 5° C. for 18 hours. The solid was collected by filtration. The salt was recrystallized by suspending the solid in MeOH (3 L) and adding water (250 mL) until a solution was obtained. The solution was filtered through a Celite pad and evaporated to dryness. The solid was again suspe...